From a dataset of the Open Reaction Database (ORD), a public repository of structured organic reaction records. describe an organic reaction: reactants, conditions, products, and yield Starting materials: C(C)(C)(C)OC(=O)N1CCC=CCC1 (2,3,6,7-tetrahydro-azepine-1-carboxylic acid tert-butyl ester), ClC1=CC(=CC=C1)C(=O)OO (m-chloroperbenzoic acid). Solvent: ClCCl (dichloromethane). Yields the product C(C)(C)(C)OC(=O)N1CCC2OC2CC1 (8-oxa-4-aza-bicyclo[5.1.0]octane-4-carboxylic acid tert-butyl ester). RXN SMILES: [C:1]([O:5][C:6]([N:8]1[CH2:14][CH2:13][CH:12]=[CH:11][CH2:10][CH2:9]1)=[O:7])([CH3:4])([CH3:3])[CH3:2].ClC1C=CC=C(C(OO)=[O:23])C=1>ClCCl>[C:1]([O:5][C:6]([N:8]1[CH2:14][CH2:13][CH:12]2[CH:11]([O:23]2)[CH2:10][CH2:9]1)=[O:7])([CH3:4])([CH3:2])[CH3:3]. Procedure: According to scheme 10, to a stirred solution of 2,3,6,7-tetrahydro-azepine-1-carboxylic acid tert-butyl ester (XXX) in dichloromethane was added at −60° C. m-chloroperbenzoic acid (MCPBA). The mixture was allowed to slowly warm to room temperature overnight and 8-oxa-4-aza-bicyclo[5.1.0]octane-4-carboxylic acid tert-butyl ester (XXXI) was obtained. To a solution of 8-oxa-4-aza-bicyclo[5.1.0]octane-4-carboxylic acid tert-butyl ester in ethanol was added water, ammonium chloride and sodium azide.... Yields the product ClC=1C=C(C=CC1)C(=O)N1CCC2(ON=C(C2)C#CC2=CC(=CC=C2)Cl)CC1 ((3-Chlorophenyl)-[2-[2-(3-chlorophenyl)ethynyl]-4-oxa-3,8-diazaspiro[4.5]dec-2-en-8-yl]methanone). RXN SMILES: [Cl:1][C:2]1[CH:3]=[C:4]([C:8]#[C:9][C:10]2[CH2:14][C:13]3([CH2:18][CH2:17][N:16]([C:19](N)=O)[CH2:15]3)[O:12][N:11]=2)[CH:5]=[CH:6][CH:7]=1.ClC1C=C(C#CC2CC3(CCNC3)ON=2)C=CC=1.[Cl:40][C:41]1[CH:42]=[C:43]([CH:47]=[CH:48][CH:49]=1)[C:44](Cl)=[O:45].CN=C=O>>[Cl:40][C:41]1[CH:42]=[C:43]([C:44]([N:16]2[CH2:19][CH2:15][C:13]3([CH2:14][C:10]([C:9]#[C:8][C:4]4[CH:5]=[CH:6][CH:7]=[C:2]([Cl:1])[CH:3]=4)=[N:11][O:12]3)[CH2:18][CH2:17]2)=[O:45])[CH:47]=[CH:48][CH:49]=1. The reactants are ClC=1C=C(C=CC1)C#CC1=NOC2(C1)CN(CC2)C(=O)N (3-[(3-Chlorophenyl)ethynyl]-1-oxa-2,7-diazaspiro[4.4]non-2-ene-7-carboxamide), CN=C=O (methyl isocyanate), ClC=1C=C(C=CC1)C#CC1=NOC2(C1)CNCC2 (3-[(3-Chlorophenyl)ethynyl]-1-oxa-2,7-diazaspiro[4.4]non-2-ene), ClC=1C=C(C(=O)Cl)C=CC1 (3-chlorobenzoyl chloride). Procedure: The title compound was synthesized following the method herein described for the compound of Example 96 but replacing Compound 22c for Compound 27d and 3-chlorobenzoyl chloride for methyl isocyanate. After the usual work-up procedure the crude was purified by means of automated flash chromatography (Isolera®TM-Biotage; gradient Petroleum Ether-EtOAc from 8:2 to 6:4) giving 122 mg of the title compound a s a pale yellow oil. Yield: 67.5%. Reactants: ClC(Cl)Cl, Cn1c(=O)c(Oc2ccccc2F)cc2cnc(S(C)(=O)=O)nc21, NCCc1cccnc1. Yields the product Cn1c(=O)c(Oc2ccccc2F)cc2cnc(NCCc3cccnc3)nc21. Reaction SMILES: [CH:34]([Cl:35])([Cl:36])[Cl:37].[F:1][c:2]1[c:3]([O:4][c:5]2[cH:6][c:7]3[c:8]([n:9][c:10]([S:13]([CH3:14])(=[O:15])=[O:16])[n:11][cH:12]3)[n:17]([CH3:20])[c:18]2=[O:19])[cH:21][cH:22][cH:23][cH:24]1.[n:25]1[cH:26][c:27]([CH2:31][CH2:32][NH2:33])[cH:28][cH:29][cH:30]1>>[F:1][c:2]1[c:3]([O:4][c:5]2[cH:6][c:7]3[c:8]([n:9][c:10]([NH:33][CH2:32][CH2:31][c:27]4[cH:26][n:25][cH:30][cH:29][cH:28]4)[n:11][cH:12]3)[n:17]([CH3:20])[c:18]2=[O:19])[cH:21][cH:22][cH:23][cH:24]1. Starting materials: NC(=O)CCSC1c2ccccc2COc2ccc(OCc3ccc4ccc(Cl)cc4n3)cc21, CN(C)C=O, [Na+], ClOCl, [OH-], P. The product is N#CCCSC1c2ccccc2COc2ccc(OCc3ccc4ccc(Cl)cc4n3)cc21. Reaction SMILES: [C:5]([NH2:6])(=[O:7])[CH2:8][CH2:9][S:10][CH:11]1[c:12]2[c:13]([cH:22][cH:23][c:24]([O:26][CH2:27][c:28]3[n:29][c:30]4[cH:31][c:32]([Cl:38])[cH:33][cH:34][c:35]4[cH:36][cH:37]3)[cH:25]2)[O:14][CH2:15][c:16]2[c:17]1[cH:18][cH:19][cH:20][cH:21]2.[CH3:41][N:42]([CH3:43])[CH:44]=[O:45].[Na+:40].[O:1]([Cl:2])[Cl:3].[OH-:39].[P:4]>>[C:5](#[N:6])[CH2:8][CH2:9][S:10][CH:11]1[c:12]2[c:13]([cH:22][cH:23][c:24]([O:26][CH2:27][c:28]3[n:29][c:30]4[cH:31][c:32]([Cl:38])[cH:33][cH:34][c:35]4[cH:36][cH:37]3)[cH:25]2)[O:14][CH2:15][c:16]2[c:17]1[cH:18][cH:19][cH:20][cH:21]2.